From a dataset of the Open Reaction Database (ORD), a public repository of structured organic reaction records. describe an organic reaction: reactants, conditions, products, and yield Starting materials: CCCC[SnH](CCCC)CCCC, Cc1ccccc1, CC(C)(C#N)N=NC(C)(C)C#N, N#Cc1ccccc1Cn1c(N2CCCC(N)C2)ncc(Br)c1=O, c1ccc(P(c2ccccc2)(c2ccccc2)[Pd](P(c2ccccc2)(c2ccccc2)c2ccccc2)(P(c2ccccc2)(c2ccccc2)c2ccccc2)P(c2ccccc2)(c2ccccc2)c2ccccc2)cc1. The product is N#Cc1ccccc1Cn1c(N2CCCC(N)C2)nccc1=O. Reaction SMILES: [CH2:25]([SnH:26]([CH2:27][CH2:28][CH2:29][CH3:30])[CH2:31][CH2:32][CH2:33][CH3:34])[CH2:35][CH2:36][CH3:37].[CH3:50][c:51]1[cH:52][cH:53][cH:54][cH:55][cH:56]1.[N:38]#[C:39][C:40]([N:41]=[N:42][C:43]([C:44]#[N:45])([CH3:46])[CH3:47])([CH3:48])[CH3:49].[NH2:1][CH:2]1[CH2:3][N:4]([c:8]2[n:9]([CH2:16][c:17]3[c:18]([C:19]#[N:20])[cH:21][cH:22][cH:23][cH:24]3)[c:10](=[O:15])[c:11]([Br:14])[cH:12][n:13]2)[CH2:5][CH2:6][CH2:7]1.[cH:57]1[cH:58][cH:59][c:60]([P:61]([Pd:62]([P:63]([c:64]2[cH:65][cH:66][cH:67][cH:68][cH:69]2)([c:70]2[cH:71][cH:72][cH:73][cH:74][cH:75]2)[c:76]2[cH:77][cH:78][cH:79][cH:80][cH:81]2)([P:82]([c:83]2[cH:84][cH:85][cH:86][cH:87][cH:88]2)([c:89]2[cH:90][cH:91][cH:92][cH:93][cH:94]2)[c:95]2[cH:96][cH:97][cH:98][cH:99][cH:100]2)[P:101]([c:102]2[cH:103][cH:104][cH:105][cH:106][cH:107]2)([c:108]2[cH:109][cH:110][cH:111][cH:112][cH:113]2)[c:114]2[cH:115][cH:116][cH:117][cH:118][cH:119]2)([c:120]2[cH:121][cH:122][cH:123][cH:124][cH:125]2)[c:126]2[cH:127][cH:128][cH:129][cH:130][cH:131]2)[cH:132][cH:133]1>>[NH2:1][CH:2]1[CH2:3][N:4]([c:8]2[n:9]([CH2:16][c:17]3[c:18]([C:19]#[N:20])[cH:21][cH:22][cH:23][cH:24]3)[c:10](=[O:15])[cH:11][cH:12][n:13]2)[CH2:5][CH2:6][CH2:7]1. Reactants: CC(C)(C)OC(=O)N1CCC(C#N)(CC2CC2)CC1, Cl, C1COCCO1. The product is N#CC1(CC2CC2)CCNCC1, Cl. RXN SMILES: [C:1](#[N:2])[C:3]1([CH2:16][CH:17]2[CH2:18][CH2:19]2)[CH2:4][CH2:5][N:6]([C:9]([O:10][C:11]([CH3:12])([CH3:13])[CH3:14])=[O:15])[CH2:7][CH2:8]1.[ClH:20].[O:21]1[CH2:22][CH2:23][O:24][CH2:25][CH2:26]1>>[C:1](#[N:2])[C:3]1([CH2:16][CH:17]2[CH2:18][CH2:19]2)[CH2:4][CH2:5][NH:6][CH2:7][CH2:8]1.[ClH:20]. The reactants are FC(COC=1N=CC(=NC1)C(=O)OC)(F)F (methyl 5-(2,2,2-trifluoroethoxy)pyrazine-2-carboxylate), Cl (HCl). Solvent: O1CCOCC1 (Dioxane). Reaction conditions: temperature 80 celsius, time 16 hour. Product: FC(COC=1N=CC(=NC1)C(=O)O)(F)F (5-(2,2,2-trifluoroethoxy)pyrazine-2-carboxylic acid). Reaction SMILES: [F:1][C:2]([F:16])([F:15])[CH2:3][O:4][C:5]1[N:6]=[CH:7][C:8]([C:11]([O:13]C)=[O:12])=[N:9][CH:10]=1.Cl>O1CCOCC1>[F:16][C:2]([F:1])([F:15])[CH2:3][O:4][C:5]1[N:6]=[CH:7][C:8]([C:11]([OH:13])=[O:12])=[N:9][CH:10]=1. Procedure: To a mixture of methyl 5-(2,2,2-trifluoroethoxy)pyrazine-2-carboxylate (200 mg, 0.847 mmol) in Dioxane (1.2 mL) was added aqueous 2N HCl (1.0 mL). The reaction was stirred at 80° C. for 16 hrs. The reaction was concentrated in vacuo to afford the title compound quantitatively (188 mg, 0.847 mmol). MS m/z=223.1 (M+H). Starting materials: ClCCl, C=[N+]=[N-], COC(=O)c1sc2ccccc2c1O. The product is COC(=O)c1sc2ccccc2c1OC. RXN SMILES: [CH2:18]([Cl:19])[Cl:20].[N+:15](=[N-:16])=[CH2:17].[OH:1][c:2]1[c:3]2[c:4]([s:5][c:6]1[C:7](=[O:8])[O:9][CH3:10])[cH:11][cH:12][cH:13][cH:14]2>>[O:1]([c:2]1[c:3]2[c:4]([s:5][c:6]1[C:7](=[O:8])[O:9][CH3:10])[cH:11][cH:12][cH:13][cH:14]2)[CH3:17].